From a dataset of the Open Reaction Database (ORD), a public repository of structured organic reaction records. describe an organic reaction: reactants, conditions, products, and yield Reactants: C(#N)C(=CC=1SC=CN1)N1CCN(CC1)C(=O)OC(C)(C)C (tert-butyl 4-(1-cyano-2-(thiazol-2-yl)vinyl)piperazine-1-carboxylate), [N-]=[N+]=[N-].[Na+] (sodium azide). Run in CS(=O)C (DMSO). Run at temperature 110 celsius. Product: S1C(=NC=C1)C1=C(N=NN1)N1CCN(CC1)C(=O)OC(C)(C)C (tert-butyl 4-(5-(thiazol-2-yl)-1H-1,2,3-triazol-4-yl)piperazine-1-carboxylate). As a reaction SMILES: C([C:3]([N:10]1[CH2:15][CH2:14][N:13]([C:16]([O:18][C:19]([CH3:22])([CH3:21])[CH3:20])=[O:17])[CH2:12][CH2:11]1)=[CH:4][C:5]1[S:6][CH:7]=[CH:8][N:9]=1)#N.[N-:23]=[N+:24]=[N-:25].[Na+]>CS(C)=O>[S:6]1[CH:7]=[CH:8][N:9]=[C:5]1[C:4]1[NH:25][N:24]=[N:23][C:3]=1[N:10]1[CH2:11][CH2:12][N:13]([C:16]([O:18][C:19]([CH3:20])([CH3:21])[CH3:22])=[O:17])[CH2:14][CH2:15]1 |f:1.2|. Reported procedure: To a stirred solution of tert-butyl 4-(1-cyano-2-(thiazol-2-yl)vinyl)piperazine-1-carboxylate (2.25 g), sodium azide (0.4 g) were taken in dry DMSO (4 ml) and heated to 110° C. overnight. The reaction mixture was carefully quenched with water (10 ml) and the reaction mixture was extracted with dichloromethane (3×10 ml). The combined organic layer was washed with brine (10 ml), dried over sodium sulfate and concentrated under reduced pressure. The resulting residue was purified by column chromato... Reactants: C(C1=CC=CC=C1)OC1=CC=C(C=C1)C=1OC2=C(C=NC(=C2)OC[C@H](C)NC(OC(C)(C)C)=O)N1 (tert-butyl ((2S)-1-((2-(4-(benzyloxy)phenyl)[1,3]oxazolo[4,5-c]pyridin-6-yl)oxy)propan-2-yl)carbamate), Cl.C(C)(=O)OCC (hydrogen chloride ethyl acetate). Conditions: time 10 minute. The product is C(C1=CC=CC=C1)OC1=CC=C(C=C1)C=1OC2=C(C=NC(=C2)OC[C@H](C)NC(C)=O)N1 (N-((2S)-1-((2-(4-(benzyloxy)phenyl)[1,3]oxazolo[4,5-c]pyridin-6-yl)oxy)propan-2-yl)acetamide). RXN SMILES: [CH2:1]([O:8][C:9]1[CH:14]=[CH:13][C:12]([C:15]2[O:16][C:17]3[CH:22]=[C:21]([O:23][CH2:24][C@@H:25]([NH:27][C:28](=[O:34])OC(C)(C)C)[CH3:26])[N:20]=[CH:19][C:18]=3[N:35]=2)=[CH:11][CH:10]=1)[C:2]1[CH:7]=[CH:6][CH:5]=[CH:4][CH:3]=1.Cl.[C:37](OCC)(=O)C>>[CH2:1]([O:8][C:9]1[CH:14]=[CH:13][C:12]([C:15]2[O:16][C:17]3[CH:22]=[C:21]([O:23][CH2:24][C@@H:25]([NH:27][C:28](=[O:34])[CH3:37])[CH3:26])[N:20]=[CH:19][C:18]=3[N:35]=2)=[CH:11][CH:10]=1)[C:2]1[CH:3]=[CH:4][CH:5]=[CH:6][CH:7]=1 |f:1.2|. Procedure details: To tert-butyl ((2S)-1-((2-(4-(benzyloxy)phenyl)[1,3]oxazolo[4,5-c]pyridin-6-yl)oxy)propan-2-yl)carbamate (830 mg) was added 4 M hydrogen chloride/ethyl acetate (20 mL), and the reaction mixture was stirred at room temperature for 10 min, and concentrated. To the residue were added pyridine (10 mL) and acetic anhydride (10 mL), and the mixture was stirred at room temperature for 15 min. The reaction mixture was concentrated under reduced pressure, and the residue was dissolved in THF and methanol... The reactants are CS(=O)(=O)Cl (Methylsulfonylchloride), Cl.Cl.Cl.N1C=NC(=C1)CN1CC(N(CC2=C1C=CC(=C2)C=2C=NC=CC2)C(C(F)(F)F)=O)CC2=CC=CC=C2 (2,3,4,5-Tetrahydro-1-(1H-imidazol-4-ylmethyl)-3-(phenylmethyl)-7-(3-pyridinyl)-4-(trifluoroacetyl)-1H-1,4-benzodiazepine, trihydrochloride), CCN(C(C)C)C(C)C (DIEA). The solvent is C(Cl)Cl (methylene chloride). Reaction conditions: time 16 hour. Product: Cl.N1C=NC(=C1)CN1C[C@H](N(CC2=C1C=CC(=C2)C#N)S(=O)(=O)C)CC2=CC=CC=C2 ((R)-2,3,4,5-Tetrahydro-1-(1H-imidazol-4-ylmethyl)-4-(methylsulfonyl)-3-(phenylmethyl)-1H-1,4-benzodiazepine-7-carbonitrile, monohydrochloride). The yield is 51.8%. Reaction SMILES: [CH3:1][S:2]([Cl:5])(=[O:4])=[O:3].Cl.Cl.Cl.[NH:9]1[CH:13]=[C:12]([CH2:14][N:15]2[C:21]3[CH:22]=[CH:23][C:24](C4C=NC=CC=4)=[CH:25][C:20]=3[CH2:19][N:18](C(=O)C(F)(F)F)[CH:17]([CH2:38][C:39]3[CH:44]=[CH:43][CH:42]=[CH:41][CH:40]=3)[CH2:16]2)[N:11]=[CH:10]1.C[CH2:46][N:47](C(C)C)C(C)C>C(Cl)Cl>[ClH:5].[NH:9]1[CH:13]=[C:12]([CH2:14][N:15]2[C:21]3[CH:22]=[CH:23][C:24]([C:46]#[N:47])=[CH:25][C:20]=3[CH2:19][N:18]([S:2]([CH3:1])(=[O:4])=[O:3])[C@H:17]([CH2:38][C:39]3[CH:40]=[CH:41][CH:42]=[CH:43][CH:44]=3)[CH2:16]2)[N:11]=[CH:10]1 |f:1.2.3.4,7.8|. Procedure: Methylsulfonylchloride (0.031 ml, 0.39 mmol) was added dropwise to a solution of Compound B (0.070 g, 0.27 mmol) and DIEA (0.14 ml, 0.80 mmol) in methylene chloride (2 ml) at −78° C. The mixture was allowed to warm slowly to room temperature and was stirred at rt for 16 h. The mixture was quenched with 10% NaHCO3 (10 ml) and the solution was extracted with methylene chloride (3×10 ml). The combined organic layers were dried (Na2SO4), filtered and concentrated under vacuum. The residue was purifi... Reaction conditions: temperature 120 celsius. As a reaction SMILES: Br[C:2]1[CH:20]=[CH:19][C:5]([CH2:6][N:7]2[CH2:12][CH2:11][O:10][CH:9]([C:13]3[CH:18]=[CH:17][CH:16]=[CH:15][CH:14]=3)[CH2:8]2)=[CH:4][CH:3]=1.B1(B2OC(C)(C)C(C)(C)O2)OC(C)(C)C(C)(C)O1.C([O-])(=O)C.[K+].C(=O)(O)[O-].[Na+].Br[C:50]1[CH:51]=[C:52]([CH3:57])[CH:53]=[CH:54][C:55]=1[Cl:56]>CN(C=O)C.C1C=CC([P]([Pd]([P](C2C=CC=CC=2)(C2C=CC=CC=2)C2C=CC=CC=2)([P](C2C=CC=CC=2)(C2C=CC=CC=2)C2C=CC=CC=2)[P](C2C=CC=CC=2)(C2C=CC=CC=2)C2C=CC=CC=2)(C2C=CC=CC=2)C2C=CC=CC=2)=CC=1>[Cl:56][C:55]1[CH:54]=[CH:53][C:52]([CH3:57])=[CH:51][C:50]=1[C:2]1[CH:20]=[CH:19][C:5]([CH2:6][N:7]2[CH2:12][CH2:11][O:10][CH:9]([C:13]3[CH:18]=[CH:17][CH:16]=[CH:15][CH:14]=3)[CH2:8]2)=[CH:4][CH:3]=1 |f:2.3,4.5,^1:66,68,87,106|. Yields the product ClC1=C(C=C(C=C1)C)C1=CC=C(C=C1)CN1CC(OCC1)C1=CC=CC=C1 (4-(2′-Chloro-5′-methyl-biphenyl-4-ylmethyl)-2-phenyl-morpholine). Reagents/catalysts: C=1C=CC(=CC1)[P](C=2C=CC=CC2)(C=3C=CC=CC3)[Pd]([P](C=4C=CC=CC4)(C=5C=CC=CC5)C=6C=CC=CC6)([P](C=7C=CC=CC7)(C=8C=CC=CC8)C=9C=CC=CC9)[P](C=1C=CC=CC1)(C=1C=CC=CC1)C=1C=CC=CC1 (tetrakis(triphenylphosphine)palladium(0)). Yield: 2.8%. Reactants: C([O-])(O)=O.[Na+] (sodium bicarbonate), BrC=1C=C(C=CC1Cl)C (3-Bromo-4-chlorotoluene), BrC1=CC=C(CN2CC(OCC2)C2=CC=CC=C2)C=C1 (4-(4-Bromo-benzyl)-2-phenyl-morpholine), B1(OC(C(O1)(C)C)(C)C)B2OC(C(O2)(C)C)(C)C (bis(pinacolato)diboron), C(C)(=O)[O-].[K+] (potassium acetate). Procedure details: 109 mg of 4-(4-Bromo-benzyl)-2-phenyl-morpholine was combined with 102 mg of bis(pinacolato)diboron, 97 mg of potassium acetate, 11 mg tetrakis(triphenylphosphine)palladium(0), and 1.9 mL DMF. The mixture was heated in a microwave reactor at 120° C. for 7 minutes and cooled. 0.8 mL of 2M aqueous sodium bicarbonate was added along with 101 mg of 3-Bromo-4-chlorotoluene in 0.15 mL DMF. The mixture was heated in the microwave reactor for an additional 5 minutes at 120° C. The reaction was cooled an... Run in CN(C)C=O (DMF), CN(C)C=O (DMF). The reactants are C1(=CC=CC=C1)OC(NC=1C(=NC(=C(C1)CC)C)OC)=O (Phenyl-N-(5-ethyl-2-methoxy-6-methylpyridin-3-yl)carbamate), C(C)(=O)OC=1C=C(C=CC1OC)N1CCNCC1 (1-(3-acetoxy-4-methoxyphenyl)piperazine). The product is C(C)C=1C=C(C(=NC1C)OC)NC(=O)N1CCN(CC1)C1=CC(=C(C=C1)OC)OC(C)=O (1-[(5-ethyl-2-methoxy-6-methylpyridin-3-yl)aminocarbonyl]-4-(3-acetoxy-4-methoxyphenyl)piperazine). RXN SMILES: C1(O[C:8](=[O:21])[NH:9][C:10]2[C:11]([O:19][CH3:20])=[N:12][C:13]([CH3:18])=[C:14]([CH2:16][CH3:17])[CH:15]=2)C=CC=CC=1.[C:22]([O:25][C:26]1[CH:27]=[C:28]([N:34]2[CH2:39][CH2:38][NH:37][CH2:36][CH2:35]2)[CH:29]=[CH:30][C:31]=1[O:32][CH3:33])(=[O:24])[CH3:23]>>[CH2:16]([C:14]1[CH:15]=[C:10]([NH:9][C:8]([N:37]2[CH2:38][CH2:39][N:34]([C:28]3[CH:29]=[CH:30][C:31]([O:32][CH3:33])=[C:26]([O:25][C:22](=[O:24])[CH3:23])[CH:27]=3)[CH2:35][CH2:36]2)=[O:21])[C:11]([O:19][CH3:20])=[N:12][C:13]=1[CH3:18])[CH3:17]. Procedure details: Phenyl-N-(5-ethyl-2-methoxy-6-methylpyridin-3-yl)carbamate and 1-(3-acetoxy-4-methoxyphenyl)piperazine were reacted by the same way with the example 1 to obtain the titled compound. 25 yield: 62% Example 54 Starting materials: C(CCC)[Li] (n-butyllithium), C(=O)C=1N=CN(C1)C(C1=CC=CC=C1)(C1=CC=CC=C1)C1=CC=CC=C1 (4-formyl-1-trityl-1H-imidazole), [Cl-].[NH4+] (ammonium chloride), BrC=1C=C2C=CC(=C(C2=CC1)C)O[Si](C)(C)C(C)(C)C (6-Bromo-2-tert-butyldimethylsilyloxy-1-methylnaphthalene). The solvent is CCCCCC (hexane), C1CCOC1 (THF), C1CCOC1 (THF). Reaction conditions: temperature -70 celsius, time 1 hour. Yields the product [Si](C)(C)(C(C)(C)C)OC=1C(=C2C=CC(=CC2=CC1)C(O)C=1N=CN(C1)C(C1=CC=CC=C1)(C1=CC=CC=C1)C1=CC=CC=C1)C ((6-tert-butyldimethylsilyloxy-5-methyl-2-naphthyl)(1-trityl-1H-imidazol-4-yl)methanol). Reaction SMILES: Br[C:2]1[CH:3]=[C:4]2[C:9](=[CH:10][CH:11]=1)[C:8]([CH3:12])=[C:7]([O:13][Si:14]([C:17]([CH3:20])([CH3:19])[CH3:18])([CH3:16])[CH3:15])[CH:6]=[CH:5]2.C([Li])CCC.[CH:26]([C:28]1[N:29]=[CH:30][N:31]([C:33]([C:46]2[CH:51]=[CH:50][CH:49]=[CH:48][CH:47]=2)([C:40]2[CH:45]=[CH:44][CH:43]=[CH:42][CH:41]=2)[C:34]2[CH:39]=[CH:38][CH:37]=[CH:36][CH:35]=2)[CH:32]=1)=[O:27].[Cl-].[NH4+]>C1COCC1.CCCCCC>[Si:14]([O:13][C:7]1[C:8]([CH3:12])=[C:9]2[C:4](=[CH:5][CH:6]=1)[CH:3]=[C:2]([CH:26]([C:28]1[N:29]=[CH:30][N:31]([C:33]([C:34]3[CH:39]=[CH:38][CH:37]=[CH:36][CH:35]=3)([C:40]3[CH:41]=[CH:42][CH:43]=[CH:44][CH:45]=3)[C:46]3[CH:51]=[CH:50][CH:49]=[CH:48][CH:47]=3)[CH:32]=1)[OH:27])[CH:11]=[CH:10]2)([C:17]([CH3:20])([CH3:19])[CH3:18])([CH3:16])[CH3:15] |f:3.4|. Procedure details: 6-Bromo-2-tert-butyldimethylsilyloxy-1-methylnaphthalene (35.1 g) was dissolved in THF (350 mL) and the solution was cooled to −70° C. A solution (1.6 M: 82 mL) of n-butyllithium in hexane was slowly added dropwise and the mixture was stirred for 1 hr. Then, a solution (300 mL) of 4-formyl-1-trityl-1H-imidazole (30.5 g) in THF was added dropwise. After stirring at −70° C. for 30 min., the reaction was stopped by adding 20% aqueous ammonium chloride. The organic layer was separated and the aqueou... The reactants are NC1=C(C=CC(=C1)[N+](=O)[O-])O (2-amino-4-nitrophenol), N1=CC=CC=C1 (pyridine). Run at time 8 hour. The product is [N+](=O)([O-])C=1C=CC2=C(N=C(O2)C)C1 (5-nitro-2-methylbenzoxazole). Reaction SMILES: [NH2:1][C:2]1[CH:7]=[C:6]([N+:8]([O-:10])=[O:9])[CH:5]=[CH:4][C:3]=1[OH:11].N1C=CC=[CH:14][CH:13]=1>>[N+:8]([C:6]1[CH:5]=[CH:4][C:3]2[O:11][C:13]([CH3:14])=[N:1][C:2]=2[CH:7]=1)([O-:10])=[O:9]. Procedure: A dye of the invention is prepared by dissolving about 369 parts of 2-amino-4-nitrophenol in about 600 ml of warm pyridine in a 2 liter three-necked flask equipped with a mechanical stirrer, a Dean & Stark adapter or glass trap to collect distilled off solvent, and a condenser. About 600 parts of triethyl orthoacetate are added to the flask while refluxing using an oil bath maintained at 120°-140° C. The ethanol formed is distilled off followed by the pyridine until about 500 ml of total solvent... Reactants: ClC1=C(C=O)C=C(C=C1)C(F)(F)F (2-chloro-5-(trifluoromethyl)benzaldehyde), C1(=CC=CC=C1)O (phenol), C(=O)([O-])[O-].[K+].[K+] (K2CO3), C(C)(=O)O (acetic acid). The solvent is CN(C)C=O (DMF). Reaction conditions: time 1 hour. Yields the product O(C1=CC=CC=C1)C1=C(C=O)C=C(C=C1)C(F)(F)F (2-Phenoxy-5-(trifluoromethyl)benzaldehyde). The yield is 72.9%. Reaction SMILES: Cl[C:2]1[CH:9]=[CH:8][C:7]([C:10]([F:13])([F:12])[F:11])=[CH:6][C:3]=1[CH:4]=[O:5].[C:14]1([OH:20])[CH:19]=[CH:18][CH:17]=[CH:16][CH:15]=1.C([O-])([O-])=O.[K+].[K+].C(O)(=O)C>CN(C=O)C>[O:20]([C:2]1[CH:9]=[CH:8][C:7]([C:10]([F:13])([F:12])[F:11])=[CH:6][C:3]=1[CH:4]=[O:5])[C:14]1[CH:19]=[CH:18][CH:17]=[CH:16][CH:15]=1 |f:2.3.4|. Procedure: To a stirred solution of 2-chloro-5-(trifluoromethyl)benzaldehyde (500 mg, 2.40 mmol) in DMF (5 ml) was added phenol (226 mg, 2.40 mmol), K2CO3 (663 mg, 4.79 mmol). The reaction suspension was stirred at room temperature for 1 hr, then at 80° C. for 1.5 hr. The reaction mixture was neutralizing for acetic acid (0.5 ml), the solvent was removed. To the solid residue was added water and the mixture was extracted with CH2Cl2. The combined CH2Cl2 extracts were washed with sat. NaHCO3 aq., dried with...